From a dataset of the Open Reaction Database (ORD), a public repository of structured organic reaction records. describe an organic reaction: reactants, conditions, products, and yield The reactants are FC(C(=O)O)(F)F.N=C(C1=CC=C(C(=O)O[C@H](C)COS(=O)(=O)C2=CC=C(C=C2)C)C=C1)N1CCCC1 ((2R)-3-{[(4-methylphenyl)sulfonyl]oxy}-2-propyl 4-[imino(pyrrolidin-1-yl)methyl]benzoate trifluoroacetate), [Br-].[Li+] (lithium bromide). Run in CN(C)C=O (DMF). Conditions: temperature 50 celsius, time 2 day. The product is FC(C(=O)O)(F)F.N=C(C1=CC=C(C(=O)O[C@H](C)CBr)C=C1)N1CCCC1 ((2R)-3-bromo-2-propyl 4-[imino(pyrrolidin-1-yl)methyl]benzoate trifluoroacetate). RXN SMILES: [F:1][C:2]([F:7])([F:6])[C:3]([OH:5])=[O:4].[NH:8]=[C:9]([N:33]1[CH2:37][CH2:36][CH2:35][CH2:34]1)[C:10]1[CH:32]=[CH:31][C:13]([C:14]([O:16][C@@H:17]([CH2:19]OS(C2C=CC(C)=CC=2)(=O)=O)[CH3:18])=[O:15])=[CH:12][CH:11]=1.[Br-:38].[Li+]>CN(C=O)C>[F:1][C:2]([F:7])([F:6])[C:3]([OH:5])=[O:4].[NH:8]=[C:9]([N:33]1[CH2:37][CH2:36][CH2:35][CH2:34]1)[C:10]1[CH:32]=[CH:31][C:13]([C:14]([O:16][C@@H:17]([CH2:19][Br:38])[CH3:18])=[O:15])=[CH:12][CH:11]=1 |f:0.1,2.3,5.6|. Procedure details: (2R)-3-{[(4-methylphenyl)sulfonyl]oxy}-2-propyl 4-[imino(pyrrolidin-1-yl)methyl]benzoate trifluoroacetate (45.1 mg, 0.083 mmol) obtained in Step 1 was dissolved in DMF (2 ml), lithium bromide (72 mg, 0.83 mmol) was added thereto, and the mixture was stirred at 50° C. for 2 days. The solvent was evaporated under reduced pressure, and the obtained residue was purified by reversed-phase HPLC in the same manner as in Step 4 of Example 1 to give the title compound.